From a dataset of the Open Reaction Database (ORD), a public repository of structured organic reaction records. describe an organic reaction: reactants, conditions, products, and yield The reactants are N[C@@H](CC(N)=O)C(=O)N[C@H]([C@@H](C[C@H]1[C@@H](CCCC1)C(=O)NC(C)(C)C)O)CC1=CC=CC=C1 (2(S)-[3(S)-[[L-asparaginyl]amino]-2(R)-hydroxy-4-phenylbutyl]-N-tert.butyl-1(R)-cyclohexanecarboxamide), ClC=1C=C(C(=O)O)C=C(C1)Cl (3,5-dichlorobenzoic acid), O.OC1=CC=CC=2NN=NC21 (hydroxybenzotriazole hydrate), C1(CCCCC1)N=C=NC1CCCCC1 (dicyclohexylcarbodiimide). Solvent: CN(C=O)C (dimethylformamide). Run at time 20 hour. Yields the product ClC=1C=C(C(=O)N[C@@H](CC(N)=O)C(=O)N[C@H]([C@@H](C[C@H]2[C@@H](CCCC2)C(=O)NC(C)(C)C)O)CC2=CC=CC=C2)C=C(C1)Cl (2(S)-[3(S)-[[N-(3,5-dichlorobenzoyl)-L-asparaginyl]amino]-2(R)-hydroxy-4-phenylbutyl]-N-tert.butyl-1(R)-cyclohexanecarboxamide). Yield: 44.9%. As a reaction SMILES: [NH2:1][C@H:2]([C:7]([NH:9][C@@H:10]([CH2:27][C:28]1[CH:33]=[CH:32][CH:31]=[CH:30][CH:29]=1)[C@H:11]([OH:26])[CH2:12][C@@H:13]1[CH2:18][CH2:17][CH2:16][CH2:15][C@H:14]1[C:19]([NH:21][C:22]([CH3:25])([CH3:24])[CH3:23])=[O:20])=[O:8])[CH2:3][C:4](=[O:6])[NH2:5].[Cl:34][C:35]1[CH:36]=[C:37]([CH:41]=[C:42]([Cl:44])[CH:43]=1)[C:38](O)=[O:39].O.OC1C2N=NNC=2C=CC=1.C1(N=C=NC2CCCCC2)CCCCC1>CN(C)C=O>[Cl:34][C:35]1[CH:36]=[C:37]([CH:41]=[C:42]([Cl:44])[CH:43]=1)[C:38]([NH:1][C@H:2]([C:7]([NH:9][C@@H:10]([CH2:27][C:28]1[CH:29]=[CH:30][CH:31]=[CH:32][CH:33]=1)[C@H:11]([OH:26])[CH2:12][C@@H:13]1[CH2:18][CH2:17][CH2:16][CH2:15][C@H:14]1[C:19]([NH:21][C:22]([CH3:24])([CH3:25])[CH3:23])=[O:20])=[O:8])[CH2:3][C:4](=[O:6])[NH2:5])=[O:39] |f:2.3|. Procedure: A mixture of 60 mg (0.13 mol) of 2(S)-[3(S)-[[L-asparaginyl]amino]-2(R)-hydroxy-4-phenylbutyl]-N-tert.butyl-1(R)-cyclohexanecarboxamide, 25 mg (0.13 mmol) of 3,5-dichlorobenzoic acid, 18 mg (0.13 mmol) of hydroxybenzotriazole hydrate and 27 mg (0.13 mmol) of dicyclohexylcarbodiimide in 2 ml of dimethylformamide was stirred at room temperature under nitrogen for 20 hours. The mixture was then filtered and the solid was washed with dichloromethane. The combined filtrate and washings were evaporate... The reactants are CC(C)(C)c1cc(C=NC(CO)C(C)(C)C)c(O)c(C(C)(C)C)c1, CC(=O)[CH-]C(C)=O, Cc1cc(C)c(-n2cnc(C(F)(F)F)n2)cc1SCC(F)(F)F, ClC(Cl)Cl, O=S(=O)([O-])[S-], O, OO, [V]. Product: Cc1cc(C)c(S(=O)CC(F)(F)F)cc1-n1cnc(C(F)(F)F)n1. As a reaction SMILES: [C:26]([c:27]1[cH:28][c:29]([C:30]([CH3:31])([CH3:32])[CH3:33])[cH:34][c:35]([CH:36]=[N:37][CH:38]([C:39]([CH3:40])([CH3:41])[CH3:42])[CH2:43][OH:44])[c:45]1[OH:46])([CH3:47])([CH3:48])[CH3:49].[CH-:60]([C:61](=[O:62])[CH3:63])[C:64](=[O:65])[CH3:66].[CH3:1][c:2]1[c:3](-[n:15]2[n:16][c:17]([C:20]([F:21])([F:22])[F:23])[n:18][cH:19]2)[cH:4][c:5]([S:9][CH2:10][C:11]([F:12])([F:13])[F:14])[c:6]([CH3:8])[cH:7]1.[CH:55]([Cl:56])([Cl:57])[Cl:58].[O-:50][S:51](=[O:52])(=[O:53])[S-:54].[OH2:67].[OH:24][OH:25].[V:59]>>[CH3:1][c:2]1[c:3](-[n:15]2[n:16][c:17]([C:20]([F:21])([F:22])[F:23])[n:18][cH:19]2)[cH:4][c:5]([S:9]([CH2:10][C:11]([F:12])([F:13])[F:14])=[O:44])[c:6]([CH3:8])[cH:7]1. Starting materials: O=C([O-])O, [Li]CCCC, COc1cc(C)c(C=O)cc1OCc1ccccc1, CCOC(C)=O, CCCCCC, CC(C)[N-]C(C)C, CC(C)NC(C)C, [Cl-], FC(F)(F)c1ccnc(Cl)c1, [Li+], [NH4+], [Na+], C1CCOC1. The product is COc1cc(C)c(C(O)c2c(C(F)(F)F)ccnc2Cl)cc1OCc1ccccc1. As a reaction SMILES: [C:53](=[O:54])([OH:55])[O-:56].[CH2:1]([Li:2])[CH2:3][CH2:4][CH3:5].[CH2:32]([c:33]1[cH:34][cH:35][cH:36][cH:37][cH:38]1)[O:39][c:40]1[c:41]([O:49][CH3:50])[cH:42][c:43]([CH3:48])[c:44]([CH:45]=[O:46])[cH:47]1.[CH3:58][CH2:59][O:60][C:61](=[O:62])[CH3:63].[CH3:69][CH2:70][CH2:71][CH2:72][CH2:73][CH3:74].[CH:13]([N-:14][CH:15]([CH3:16])[CH3:17])([CH3:18])[CH3:19].[CH:6]([NH:7][CH:8]([CH3:9])[CH3:10])([CH3:11])[CH3:12].[Cl-:51].[Cl:21][c:22]1[n:23][cH:24][cH:25][c:26]([C:28]([F:29])([F:30])[F:31])[cH:27]1.[Li+:20].[NH4+:52].[Na+:57].[O:64]1[CH2:65][CH2:66][CH2:67][CH2:68]1>>[Cl:21][c:22]1[n:23][cH:24][cH:25][c:26]([C:28]([F:29])([F:30])[F:31])[c:27]1[CH:45]([c:44]1[c:43]([CH3:48])[cH:42][c:41]([O:49][CH3:50])[c:40]([O:39][CH2:32][c:33]2[cH:34][cH:35][cH:36][cH:37][cH:38]2)[cH:47]1)[OH:46]. Starting materials: ice, O\N=C/C=1OC2=C(C1)C=CC(=C2)C(=O)OC (Z-Methyl 2-[(hydroxyimino)methyl]-1-benzofuran-6-carboxylate), FC(C(=O)OC(C(F)(F)F)=O)(F)F (Trifluoroacetic anhydride), N1=CC=CC=C1 (Pyridine). Run in C(Cl)Cl (CH2Cl2). Reaction conditions: temperature 0 celsius, time 8 hour. The product is C(#N)C=1OC2=C(C1)C=CC(=C2)C(=O)OC (methyl 2-cyano-1-benzofuran-6-carboxylate). The yield is 78.3%. As a reaction SMILES: O/[N:2]=[CH:3]\[C:4]1[O:5][C:6]2[CH:12]=[C:11]([C:13]([O:15][CH3:16])=[O:14])[CH:10]=[CH:9][C:7]=2[CH:8]=1.N1C=CC=CC=1.FC(F)(F)C(OC(=O)C(F)(F)F)=O>C(Cl)Cl>[C:3]([C:4]1[O:5][C:6]2[CH:12]=[C:11]([C:13]([O:15][CH3:16])=[O:14])[CH:10]=[CH:9][C:7]=2[CH:8]=1)#[N:2]. Procedure details: E/Z-Methyl 2-[(hydroxyimino)methyl]-1-benzofuran-6-carboxylate (438 mg, 2.0 mmol) is suspended in CH2Cl2 (8 ml) in a dry flask under nitrogen. Pyridine (0.65 ml, 8.0 mmol) is added via syringe, and the mixture is cooled to 0° C. Trifluoroacetic anhydride (0.56 ml, 4.0 mmol) is added drop-wise, and the reaction is stirred overnight, allowing the ice bath to expire. The reaction is carefully quenched with saturated NaHCO3 (10 ml). The layers are separated and the organic layer is dried (K2CO3), fi... The product is OC(CC=1N=C(N(C1)C(C1=CC=CC=C1)(C1=CC=CC=C1)C1=CC=CC=C1)F)CO (4-(2,3-dihydroxypropyl)-2-fluoro-1-triphenylmethylimidazole). The reactants are C(C=C)C=1N=C(N(C1)C(C1=CC=CC=C1)(C1=CC=CC=C1)C1=CC=CC=C1)F (4-Allyl-2-fluoro-1-triphenylmethylimidazole), CN1CCOCC1 (N-methylmorpholine), CC(=O)C (acetone), CC(=O)C (acetone). RXN SMILES: CN1CC[O:5]CC1.C([C:11]1[N:12]=[C:13]([F:35])[N:14]([C:16]([C:29]2[CH:34]=[CH:33][CH:32]=[CH:31][CH:30]=2)([C:23]2[CH:28]=[CH:27][CH:26]=[CH:25][CH:24]=2)[C:17]2[CH:22]=[CH:21][CH:20]=[CH:19][CH:18]=2)[CH:15]=1)C=C.[CH3:36][C:37]([CH3:39])=[O:38]>[Os](=O)(=O)(=O)=O>[OH:38][CH:37]([CH2:39][OH:5])[CH2:36][C:11]1[N:12]=[C:13]([F:35])[N:14]([C:16]([C:17]2[CH:18]=[CH:19][CH:20]=[CH:21][CH:22]=2)([C:29]2[CH:30]=[CH:31][CH:32]=[CH:33][CH:34]=2)[C:23]2[CH:24]=[CH:25][CH:26]=[CH:27][CH:28]=2)[CH:15]=1. The reagents and catalysts are [Os](=O)(=O)(=O)=O (osmium tetroxide). Procedure details: A solution of osmium tetroxide in acetone was treated with N-methylmorpholine in aqueous acetone. 4-Allyl-2-fluoro-1-triphenylmethylimidazole was added, and the mixture stirred at ambient temperature overnight. Reductive work-up with sodium metabisulphite and magnesium trisilicate, followed by extraction into ether, gave 4-(2,3-dihydroxypropyl)-2-fluoro-1-triphenylmethylimidazole, having the following n.m.r. in CDCl3 : 2.6 (d, 2H); 3.6 (m, 2H); 3.9 (m, 1H); 6.3 (s, 1H); 7.0-7.5 (m, 15H). Reaction conditions: time 8 hour. As a reaction SMILES: [CH3:1][C:2]([CH2:3][CH2:4][C:5](=[O:6])[O:7][CH2:8][CH3:9])([CH2:10][c:11]1[cH:12][cH:13][cH:14][cH:15][cH:16]1)[CH3:17].[CH3:21][OH:22].[Na+:19].[O:23]1[CH2:24][CH2:25][CH2:26][CH2:27]1.[OH-:18].[OH2:20]>>[CH3:1][C:2]([CH2:3][CH2:4][C:5](=[O:6])[OH:7])([CH2:10][c:11]1[cH:12][cH:13][cH:14][cH:15][cH:16]1)[CH3:17]. The product is CC(C)(CCC(=O)O)Cc1ccccc1. Reactants: CCOC(=O)CCC(C)(C)Cc1ccccc1, CO, [Na+], C1CCOC1, [OH-], O.